This data is from the Open Reaction Database (ORD), a public repository of structured organic reaction records. The task is: describe an organic reaction: reactants, conditions, products, and yield Reactants: O=C(O)CC1Cc2cc(Br)c3[nH]ncc3c2CN(CC2CC2)C1=O, CC(C)(C)CN1Cc2c(cc(Cl)c3[nH]ncc23)CC(CC(=O)N2CCC(N3Cc4ccccc4NC3=O)CC2)C1=O, Cl, O=c1[nH]c2ccccc2cc1C1CCNCC1. The product is O=C(CC1Cc2cc(Br)c3[nH]ncc3c2CN(CC2CC2)C1=O)N1CCC(c2cc3ccccc3[nH]c2=O)CC1. Reaction SMILES: [Br:1][c:2]1[cH:3][c:4]2[c:5]([c:6]3[cH:7][n:8][nH:9][c:10]13)[CH2:11][N:12]([CH2:21][CH:22]1[CH2:23][CH2:24]1)[C:13](=[O:20])[CH:14]([CH2:16][C:17](=[O:18])[OH:19])[CH2:15]2.[Cl:43][c:44]1[c:45]2[nH:46][n:47][cH:48][c:49]2[c:50]2[c:82]([cH:83]1)[CH2:81][CH:60]([CH2:61][C:62](=[O:63])[N:64]1[CH2:65][CH2:66][CH:67]([N:68]3[CH2:69][c:70]4[c:71]([cH:72][cH:73][cH:74][cH:75]4)[NH:76][C:77]3=[O:78])[CH2:79][CH2:80]1)[C:58](=[O:59])[N:52]([CH2:53][C:54]([CH3:55])([CH3:56])[CH3:57])[CH2:51]2.[ClH:25].[NH:26]1[CH2:27][CH2:28][CH:29]([c:32]2[c:33](=[O:42])[nH:34][c:35]3[cH:36][cH:37][cH:38][cH:39][c:40]3[cH:41]2)[CH2:30][CH2:31]1>>[Br:1][c:2]1[cH:3][c:4]2[c:5]([c:6]3[cH:7][n:8][nH:9][c:10]13)[CH2:11][N:12]([CH2:21][CH:22]1[CH2:23][CH2:24]1)[C:13](=[O:20])[CH:14]([CH2:16][C:17](=[O:19])[N:26]1[CH2:27][CH2:28][CH:29]([c:32]3[c:33](=[O:42])[nH:34][c:35]4[cH:36][cH:37][cH:38][cH:39][c:40]4[cH:41]3)[CH2:30][CH2:31]1)[CH2:15]2. Starting materials: COC(=O)CCCN1CCCC1COc1ccc(Oc2ccc(-c3cnco3)cc2)cc1, CO, [Na+], [OH-], O. Product: O=C(O)CCCN1CCCC1COc1ccc(Oc2ccc(-c3cnco3)cc2)cc1. As a reaction SMILES: [CH3:1][O:2][C:3]([CH2:4][CH2:5][CH2:6][N:7]1[CH:8]([CH2:12][O:13][c:14]2[cH:15][cH:16][c:17]([O:20][c:21]3[cH:22][cH:23][c:24](-[c:27]4[cH:28][n:29][cH:30][o:31]4)[cH:25][cH:26]3)[cH:18][cH:19]2)[CH2:9][CH2:10][CH2:11]1)=[O:32].[CH3:35][OH:36].[Na+:34].[OH-:33].[OH2:37]>>[O:2]=[C:3]([CH2:4][CH2:5][CH2:6][N:7]1[CH:8]([CH2:12][O:13][c:14]2[cH:15][cH:16][c:17]([O:20][c:21]3[cH:22][cH:23][c:24](-[c:27]4[cH:28][n:29][cH:30][o:31]4)[cH:25][cH:26]3)[cH:18][cH:19]2)[CH2:9][CH2:10][CH2:11]1)[OH:32].